This data is from the Open Reaction Database (ORD), a public repository of structured organic reaction records. The task is: describe an organic reaction: reactants, conditions, products, and yield Starting materials: CO, CCCNS(=O)(=O)Nc1ccc(F)c(C(=O)OC)c1F, [Na+], [OH-]. Product: CCCNS(=O)(=O)Nc1ccc(F)c(C(=O)O)c1F. As a reaction SMILES: [CH3:23][OH:24].[F:3][c:4]1[c:5]([C:6](=[O:7])[O:8][CH3:9])[c:10]([F:22])[cH:11][cH:12][c:13]1[NH:14][S:15]([NH:16][CH2:17][CH2:18][CH3:19])(=[O:20])=[O:21].[Na+:2].[OH-:1]>>[F:3][c:4]1[c:5]([C:6](=[O:7])[OH:8])[c:10]([F:22])[cH:11][cH:12][c:13]1[NH:14][S:15]([NH:16][CH2:17][CH2:18][CH3:19])(=[O:20])=[O:21]. Starting materials: Brc1cccc(Br)n1, CC(=O)O, C1CCOC1, CC(C)(C)[Si](C)(C)OCC=O, [Li]CCCC, CO. Yields the product CC(C)(C)[Si](C)(C)OCC(O)c1cccc(Br)n1. Reaction SMILES: [Br:6][c:7]1[n:8][c:9]([Br:13])[cH:10][cH:11][cH:12]1.[C:25]([OH:26])(=[O:27])[CH3:28].[CH2:29]1[O:30][CH2:31][CH2:32][CH2:33]1.[CH3:14][C:15]([CH3:16])([CH3:17])[Si:18]([O:19][CH2:20][CH:21]=[O:22])([CH3:23])[CH3:24].[CH3:1][CH2:2][CH2:3][CH2:4][Li:5].[CH3:34][OH:35]>>[c:7]1([CH:21]([CH2:20][O:19][Si:18]([C:15]([CH3:14])([CH3:16])[CH3:17])([CH3:23])[CH3:24])[OH:22])[n:8][c:9]([Br:13])[cH:10][cH:11][cH:12]1. Reactants: C1=NCCCCCC12CCCCC2 (2-azaspiro[7.5]tridec-1-ene), C1=NCCCC12CCCCC2 (2-azaspiro-[5.5]-undec-1-ene). Product: C(C)C1(C=NCCC1)CC (3,3-diethyl-3,4,5,6-tetrahydropyridine), C1=NCCCC12C=CCCC2 (2-azaspiro[5.5]undeca-1,7-diene), C1NCCCCCC12CCCCC2 (2-azaspiro-[7.5]tridecane). Reaction SMILES: [CH:1]1[C:6]2([CH2:11][CH2:10]C[CH2:8][CH2:7]2)[CH2:5][CH2:4][CH2:3][N:2]=1.[CH:12]1[C:19]2([CH2:24][CH2:23][CH2:22][CH2:21][CH2:20]2)[CH2:18][CH2:17][CH2:16][CH2:15][CH2:14][N:13]=1>>[CH2:7]([C:6]1([CH2:11][CH3:10])[CH2:5][CH2:4][CH2:3][N:2]=[CH:1]1)[CH3:8].[CH:12]1[C:19]2([CH2:24][CH2:23][CH2:22][CH:21]=[CH:20]2)[CH2:18][CH2:17][CH2:16][N:13]=1.[CH2:12]1[C:19]2([CH2:24][CH2:23][CH2:22][CH2:21][CH2:20]2)[CH2:18][CH2:17][CH2:16][CH2:15][CH2:14][NH:13]1. Reported procedure: By following substantially the procedure of Example 20 and by substituting for the 2-azaspiro-[5.5]-undec-1-ene recited therein 2-azaspiro[7.5]tridec-1-ene; 3,3-diethyl-3,4,5,6-tetrahydropyridine and 2-azaspiro[5.5]undeca-1,7-diene there is obtained (Example 20A) 2-azaspiro-[7.5]tridecane, b.p. 85°-87° C./0.1 mm., (Example 20B) 3,3-diethylpiperidine, b.p. 39°-40° C./0.35 mm and (Example 20C) 2-azaspiro[5.5]-undec-7-ene, b.p. 74-75 C./0.8 mm, respectively. Starting materials: C(C1=CC=CC=C1)N1[C@@]2([C@@H](CC[C@H]1[C@@H](C2)C2=NN=NN2)O[C@@H](COC)C2=CC(=CC(=C2)C(F)(F)F)C(F)(F)F)C2=CC=CC=C2 ((1R*,2R*,5S*,6R*)-8-Benzyl-2-{(1R*)-1-[3,5-bis(trifluoromethyl)phenyl]-2-methoxyethoxy}-1-phenyl-6-(tetrazol-5-yl)-8-azabicyclo[3.2.1]octane), CI (methyl iodide), C([O-])([O-])=O.[K+].[K+] (potassium carbonate). Run in C(C)#N (acetonitrile). Yields the product C(C1=CC=CC=C1)N1[C@@]2([C@@H](CC[C@H]1[C@@H](C2)C2=NNN(N2)C)O[C@@H](COC)C2=CC(=CC(=C2)C(F)(F)F)C(F)(F)F)C2=CC=CC=C2 ((1R*,2R*,5S*,6R*)-8-Benzyl-2-{(1R*)-1-[3,5-bis(trifluoromethyl)phenyl]-2-methoxyethoxy}-6-(2-methyl-1H-tetrazol-5-yl)-1-phenyl-8-azabicyclo[3.2.1]octane), solid. The yield is 58.0%. Reaction SMILES: [CH2:1]([N:8]1[C@@H:13]2[C@H:14]([C:16]3[NH:20][N:19]=[N:18][N:17]=3)[CH2:15][C@@:9]1([C:40]1[CH:45]=[CH:44][CH:43]=[CH:42][CH:41]=1)[C@H:10]([O:21][C@H:22]([C:26]1[CH:31]=[C:30]([C:32]([F:35])([F:34])[F:33])[CH:29]=[C:28]([C:36]([F:39])([F:38])[F:37])[CH:27]=1)[CH2:23][O:24][CH3:25])[CH2:11][CH2:12]2)[C:2]1[CH:7]=[CH:6][CH:5]=[CH:4][CH:3]=1.CI.[C:48](=O)([O-])[O-].[K+].[K+]>C(#N)C>[CH2:1]([N:8]1[C@@H:13]2[C@H:14]([C:16]3[NH:17][N:18]([CH3:48])[NH:19][N:20]=3)[CH2:15][C@@:9]1([C:40]1[CH:45]=[CH:44][CH:43]=[CH:42][CH:41]=1)[C@H:10]([O:21][C@H:22]([C:26]1[CH:31]=[C:30]([C:32]([F:33])([F:34])[F:35])[CH:29]=[C:28]([C:36]([F:38])([F:39])[F:37])[CH:27]=1)[CH2:23][O:24][CH3:25])[CH2:11][CH2:12]2)[C:2]1[CH:7]=[CH:6][CH:5]=[CH:4][CH:3]=1 |f:2.3.4|. Reported procedure: (1R*,2R*,5S*,6R*)-8-Benzyl-2-{(1R*)-1-[3,5-bis(trifluoromethyl)phenyl]-2-methoxyethoxy}-1-phenyl-6-(tetrazol-5-yl)-8-azabicyclo[3.2.1]octane (Example 199; 0.05 g, 0.1 mmol), methyl iodide (0.04 g 0.02 ml, 0.3 mmol) and potassium carbonate (0.04 g, 0.3 mmol) in acetonitrile were heated at 60° C. for 1.5 hours. The mixture was quenched with water and concentrated in vacuo, the residue was partitioned between water and dichloromethane using a bond elute cartridge. The organics were collected and co...